From a dataset of the Open Reaction Database (ORD), a public repository of structured organic reaction records. describe an organic reaction: reactants, conditions, products, and yield The reactants are C(C)(=O)OCC=1OC(=CC1)CCCCN(C)C ([5-[4-(dimethylamino)butyl]-2-furanyl]methyl ethanoate), ice water, Cl.NCCS (Cysteamine hydrochloride), CC(C)([O-])C.[K+] (potassium-t-butoxide). The solvent is CN(C=O)C (dimethylformamide), CO (methanol). Reaction conditions: time 20 minute. Product: CN(CCCCC1=CC=C(O1)CSCCN)C (2-[[[5-[4-(Dimethylamino)butyl]-2-furanyl]methyl]thio]ethanamine). As a reaction SMILES: Cl.[NH2:2][CH2:3][CH2:4][SH:5].CC(C)([O-])C.[K+].C(O[CH2:16][C:17]1[O:18][C:19]([CH2:22][CH2:23][CH2:24][CH2:25][N:26]([CH3:28])[CH3:27])=[CH:20][CH:21]=1)(=O)C>CN(C)C=O.CO>[CH3:28][N:26]([CH3:27])[CH2:25][CH2:24][CH2:23][CH2:22][C:19]1[O:18][C:17]([CH2:16][S:5][CH2:4][CH2:3][NH2:2])=[CH:21][CH:20]=1 |f:0.1,2.3|. Procedure details: Cysteamine hydrochloride (4.5 g) was added to a cooled solution of potassium-t-butoxide (8.98 g) in dry dimethylformamide (125 ml). The mixture was stirred for 20 min and [5-[4-(dimethylamino)butyl]-2-furanyl]methyl ethanoate (9.6 g) was added. The reaction was heated at 90° for 4 hr, poured onto an ice-water mixture and extracted with chloroform. Distillation of the organic extract gave a yellow oil which after column chromatography on silica, using methanol/0.880 ammonia (9:1) as eluent, and a... The reactants are acetal, C(C)OC(CN(C1=CC=C(C=C1)C)C(=O)OCC1=CC=CC=C1)OCC (N-benzyloxycarbonyl-p-toluidinoacetaldehyde diethyl acetal), Cl.OC=1C=C(CCN)C=CC1O (3,4-dihydroxyphenethylamine hydrochloride), C(CCC)O (n-butyl alcohol). As a reaction SMILES: C(O[CH:4](OCC)[CH2:5][N:6]([C:14]([O:16][CH2:17][C:18]1[CH:23]=[CH:22][CH:21]=[CH:20][CH:19]=1)=[O:15])[C:7]1[CH:12]=[CH:11][C:10]([CH3:13])=[CH:9][CH:8]=1)C.[ClH:27].[OH:28][C:29]1[CH:30]=[C:31]([CH:35]=[CH:36][C:37]=1[OH:38])[CH2:32][CH2:33][NH2:34].C(O)CCC>O>[ClH:27].[CH2:17]([O:16][C:14]([N:6]([CH2:5][CH:4]1[C:35]2[C:31](=[CH:30][C:29]([OH:28])=[C:37]([OH:38])[CH:36]=2)[CH2:32][CH2:33][NH:34]1)[C:7]1[CH:8]=[CH:9][C:10]([CH3:13])=[CH:11][CH:12]=1)=[O:15])[C:18]1[CH:19]=[CH:20][CH:21]=[CH:22][CH:23]=1 |f:1.2,5.6|. Yield: 63.4%. The product is Cl.C(C1=CC=CC=C1)OC(=O)N(C1=CC=C(C=C1)C)CC1NCCC2=CC(=C(C=C12)O)O (1-(N-benzyloxycarbonyl-p-toluidinomethyl)-6,7-dihydroxy-1,2,3,4-tetrahydroisoquinoline hydrochloride). The solvent is O (water). Procedure: N-benzyloxycarbonyl-p-toluidinoacetaldehyde diethyl acetal (6 g) and 3,4-dihydroxyphenethylamine hydrochloride (2.5 g) were added to a mixture of n-butyl alcohol (60 ml) and water (8.5 ml) and then the mixture was refluxed for 9.5 hours in a stream of nitrogen. In the course of the reaction, the above-mentioned acetal (0.6 g) was twice added to the mixture, after 5 hours and after 7.5 hours from the beginning of the reaction. The reaction mixture was concentrated and the residue was washed with ... Reactants: FC(C=1C=C(N)C=C(C1)C(F)(F)F)(F)F (3,5-bistrifluoromethyl aniline), C12C(CC1)C(=O)OC2=O (cyclobutane-1,2-dicarboxylic anhydride). Product: FC(C=1C=C(C=C(C1)C(F)(F)F)NC(=O)[C@@H]1[C@@H](CC1)C(=O)O)(F)F (Cis-2-[(3,5-bistrifluoromethyl phenyl)-aminocarbonyl]-cyclobutane carboxylic acid). Reaction SMILES: [F:1][C:2]([F:15])([F:14])[C:3]1[CH:4]=[C:5]([CH:7]=[C:8]([C:10]([F:13])([F:12])[F:11])[CH:9]=1)[NH2:6].[CH:16]12[C:23](=[O:24])[O:22][C:20](=[O:21])[CH:17]1[CH2:18][CH2:19]2>>[F:1][C:2]([F:14])([F:15])[C:3]1[CH:4]=[C:5]([NH:6][C:23]([C@H:16]2[CH2:19][CH2:18][C@H:17]2[C:20]([OH:22])=[O:21])=[O:24])[CH:7]=[C:8]([C:10]([F:11])([F:12])[F:13])[CH:9]=1. Procedure details: From 2.3 g of 3,5-bistrifluoromethyl aniline and 1.1 g of cyclobutane-1,2-dicarboxylic anhydride used as starting materials, the title compound was obtained in the same manner as in Example 1. Starting materials: C(C)(=O)NC1=C(C=C(C=C1)O)[N+](=O)[O-] (1 -acetamido-4-hydroxy-2-nitrobenzene), CSCCl (chloromethyl methyl sulfide), C([O-])([O-])=O.[K+].[K+] (potassium carbonate). The product is C(C)(=O)NC1=C(C=C(C=C1)OCSC)[N+](=O)[O-] (1-acetamido4-methylthiomethoxy-2-nitrobenzene). Solvent: CC(=O)C (acetone). As a reaction SMILES: [C:1]([NH:4][C:5]1[CH:10]=[CH:9][C:8]([OH:11])=[CH:7][C:6]=1[N+:12]([O-:14])=[O:13])(=[O:3])[CH3:2].[CH3:15][S:16][CH2:17]Cl.C(=O)([O-])[O-].[K+].[K+]>CC(C)=O>[C:1]([NH:4][C:5]1[CH:10]=[CH:9][C:8]([O:11][CH2:15][S:16][CH3:17])=[CH:7][C:6]=1[N+:12]([O-:14])=[O:13])(=[O:3])[CH3:2] |f:2.3.4|. Reported procedure: 3.92 G. of 1 -acetamido-4-hydroxy-2-nitrobenzene, 5.8 g. of chloromethyl methyl sulfide and 8.4 g. anhydrous potassium carbonate are refluxed overnight in acetone with stirring, evaporated to dryness, and water added and the product extracted with dichloromethane to give 1-acetamido4-methylthiomethoxy-2-nitrobenzene as an orange gum. Reactants: ClC=1C(=C(C=CC1)S(=O)(=O)N)C (3-chloro-2-methyl-benzene sulfonamide), C([O-])([O-])=O.[K+].[K+] (potassium carbonate), [Mn](=O)(=O)(=O)[O-].[K+] (potassium permanganate). The solvent is O (water). The product is ClC1=CC=CC2=C1C(NS2(=O)=O)=O (4-Chloro-1,2-benzoisothiazol-3(2H)one-1,1-dioxide). As a reaction SMILES: [Cl:1][C:2]1[C:3]([CH3:12])=[C:4]([S:8]([NH2:11])(=[O:10])=[O:9])[CH:5]=[CH:6][CH:7]=1.C(=O)([O-])[O-:14].[K+].[K+].[Mn]([O-])(=O)(=O)=O.[K+]>O>[Cl:1][C:2]1[C:3]2[C:12](=[O:14])[NH:11][S:8](=[O:9])(=[O:10])[C:4]=2[CH:5]=[CH:6][CH:7]=1 |f:1.2.3,4.5|. Procedure: A mixture of 16.4 gm (80 mmols) of 3-chloro-2-methyl-benzene sulfonamide, 14 gm (100 mmols) of potassium carbonate, 33.2 gm (210 mmols) of potassium permanganate and 350 ml of water was refluxed for 1 hour. The reaction mixture was filtered while still hot, and the filter cake was washed with hot water. The combined filtrates were acidified with concentrated aqueous hydrochloric acid and cooled. The resulting crystals were suction-filtered off, washed with water and dried.